From a dataset of the Open Reaction Database (ORD), a public repository of structured organic reaction records. describe an organic reaction: reactants, conditions, products, and yield The reactants are CC(O)CN(C=O)c1cc(OCc2ccccc2)ccc1C=O, O. Yields the product CC(O)CNc1cc(OCc2ccccc2)ccc1C=O. Reaction SMILES: [CH2:1]([c:2]1[cH:3][cH:4][cH:5][cH:6][cH:7]1)[O:8][c:9]1[cH:10][c:11]([N:17]([CH:18]=[O:19])[CH2:20][CH:21]([CH3:22])[OH:23])[c:12]([CH:13]=[O:14])[cH:15][cH:16]1.[OH2:24]>>[CH2:1]([c:2]1[cH:3][cH:4][cH:5][cH:6][cH:7]1)[O:8][c:9]1[cH:10][c:11]([NH:17][CH2:20][CH:21]([CH3:22])[OH:23])[c:12]([CH:13]=[O:14])[cH:15][cH:16]1. The reactants are C[C@@H](C(=O)NC=1C=NC=CC1C1=CC(=NC=C1)[C@H](CC=C)NC(OC(C)(C)C)=O)C=C (tert-Butyl N-[(1S)-1-(4-{3-[(2R)-2-methylbut-3-enamido]pyridin-4-yl]pyridin-2-yl)but-3-en-1-yl}carbamate), CC=1C=CC(=CC1)S(=O)(=O)O (pTsOH), C(=O)(O)[O-].[Na+] (NaHCO3). The reagents and catalysts are Cl[Ru]([P](C1CCCCC1)(C2CCCCC2)C3CCCCC3)(=CC4=CC=CC=C4)(Cl)=C5N(C6=C(C)C=C(C)C=C6C)CCN5C7=C(C)C=C(C)C=C7C (Grubbs II). Solvent: C(Cl)Cl (DCM), C(Cl)Cl (CH2Cl2). Reaction conditions: temperature 40 celsius. The product is C[C@H]\1C(NC=2C=NC=CC2C=2C=CN=C([C@H](C/C=C1)NC(OC(C)(C)C)=O)C2)=O (tert-Butyl N-[(10R,11E,14S)-10-methyl-9-oxo-5,8,16-triazatricyclo[13.3.1.02,7]nonadeca-1(19),2(7),3,5,11,15,17-heptaen-14-yl]carbamate). Isolated yield 7.3%. RXN SMILES: [CH3:1][C@H:2]([CH:30]=C)[C:3]([NH:5][C:6]1[CH:7]=[N:8][CH:9]=[CH:10][C:11]=1[C:12]1[CH:17]=[CH:16][N:15]=[C:14]([C@@H:18]([NH:22][C:23](=[O:29])[O:24][C:25]([CH3:28])([CH3:27])[CH3:26])[CH2:19][CH:20]=C)[CH:13]=1)=[O:4].CC1C=CC(S(O)(=O)=O)=CC=1.C([O-])(O)=O.[Na+]>C(Cl)Cl.Cl[Ru](=C1N(C2C(C)=CC(C)=CC=2C)CCN1C1C(C)=CC(C)=CC=1C)(Cl)(=CC1C=CC=CC=1)[P](C1CCCCC1)(C1CCCCC1)C1CCCCC1>[CH3:30][C@H:2]1[C:3](=[O:4])[NH:5][C:6]2[CH:7]=[N:8][CH:9]=[CH:10][C:11]=2[C:12]2[CH:17]=[CH:16][N:15]=[C:14]([CH:13]=2)[C@@H:18]([NH:22][C:23](=[O:29])[O:24][C:25]([CH3:26])([CH3:27])[CH3:28])[CH2:19][CH:20]=[CH:1]1 |f:2.3,^1:83|. Procedure: To a solution of 72D (220 mg, 0.521 mmol), pTsOH (194 mg, 1.020 mmol) in CH2Cl2 (100 mL) was degassed by bubbling Ar through for 10 mins and heated at 40° C. for 10 mins. Then, Grubbs II (190 mg, 0.224 mmol) in 3 ml Ar degassed DCM was added dropwise via a syringe pump under Ar, heated at 40° C. for a total of 24 hrs. The reaction mixture was neutralized with sat. aq. NaHCO3 and the organic phase separated and washed with brine, dried over MgSO4, filtered, and concentrated. The residue was purif... The reactants are ClC1=CC=C(C=C1)N1C(C=CC=C1)=O (1-(4-chlorophenyl)pyridin-2(1H)-one), [Br-].[Br-].[Br-].C(CCC)[N+](CCCC)(CCCC)CCCC.C(CCC)[N+](CCCC)(CCCC)CCCC.C(CCC)[N+](CCCC)(CCCC)CCCC (tetrabutylammonium tribromide). Solvent: C(Cl)(Cl)Cl (chloroform), C(=O)(O)[O-].[Na+] (NaHCO3), [O-]S(=O)(=S)[O-].[Na+].[Na+] (Na2S2O3). The product is BrC=1C(N(C=CC1)C1=CC=C(C=C1)Cl)=O (3-bromo-1-(4-chlorophenyl)pyridin-2(1H)-one). Reaction SMILES: [Cl:1][C:2]1[CH:7]=[CH:6][C:5]([N:8]2[CH:13]=[CH:12][CH:11]=[CH:10][C:9]2=[O:14])=[CH:4][CH:3]=1.[Br-:15].[Br-].[Br-].C([N+](CCCC)(CCCC)CCCC)CCC.C([N+](CCCC)(CCCC)CCCC)CCC.C([N+](CCCC)(CCCC)CCCC)CCC>C(Cl)(Cl)Cl.C([O-])(O)=O.[Na+].[O-]S([O-])(=S)=O.[Na+].[Na+]>[Br:15][C:10]1[C:9](=[O:14])[N:8]([C:5]2[CH:6]=[CH:7][C:2]([Cl:1])=[CH:3][CH:4]=2)[CH:13]=[CH:12][CH:11]=1 |f:1.2.3.4.5.6,8.9,10.11.12|. Reported procedure: A solution 1-(4-chlorophenyl)pyridin-2(1H)-one (1 eq) and tetrabutylammonium tribromide (1.2 eq) in chloroform (0.1M) was stirred 6 h at reflux. The reaction mixture was diluted with aqueous NaHCO3 solution and aqueous Na2S2O3 solution. The organic extracts were washed with brine, dried over MgSO4, filtered and concentrated. The residue was purified by flash chromatography (Hexane:EtOAc, 80:20) to afforded the title compound. Reactants: C1(O)=CC=C(O)C=C1 (hydroquinone), BrCCO[Si](C)(C)C(C)(C)C ((2-bromo-ethoxy)-tert-butyl-dimethyl-silane), C([O-])([O-])=O.[Cs+].[Cs+] (cesium carbonate), Cl (HCl). The solvent is CN(C)C=O (DMF), O (water). Run at temperature 60 celsius, time 8 hour. The product is C(C)(C)(C)[Si](OCCOC1=CC=C(C=C1)O)(C)C (4-[2-(tert-butyl-dimethyl-silanyloxy)-ethoxy]-phenol). Reaction SMILES: [C:1]1([CH:8]=[CH:7][C:5]([OH:6])=[CH:4][CH:3]=1)[OH:2].Br[CH2:10][CH2:11][O:12][Si:13]([C:16]([CH3:19])([CH3:18])[CH3:17])([CH3:15])[CH3:14].C(=O)([O-])[O-].[Cs+].[Cs+].Cl>CN(C=O)C.O>[C:16]([Si:13]([CH3:15])([CH3:14])[O:12][CH2:11][CH2:10][O:2][C:1]1[CH:8]=[CH:7][C:5]([OH:6])=[CH:4][CH:3]=1)([CH3:19])([CH3:18])[CH3:17] |f:2.3.4|. Procedure details: To a stirred solution of hydroquinone (Aldrich, 11.01 g, 100 mmol) in DMF (300 mL), (2-bromo-ethoxy)-tert-butyl-dimethyl-silane (Aldrich, 12.0 g, 50 mmol), cesium carbonate (40.7 g, 125 mol) were added and the mixture was stirred at 60° C. overnight. The mixture was poured into water (300 mL) and 6N HCl was added to adjust the “pH” to 6. The mixture was extracted with EtOAc (3×60 mL) and the extracts were combined and dried. Removal of solvent gave the crude, which was chromatographied on a ISCO... The reactants are CN(C=1C(=CC2=C(OCO2)C1)SC=1NC2=C(C(=NC=C2)N)N1)C (2-{[6-(dimethylamino)-1,3-benzodioxol-5-yl]sulfanyl}-1H-imidazo[4,5-c]pyridin-4-amine), C(C)(=O)O[C@H](C(=O)N1CCC(CC1)CCOS(=O)(=O)C1=CC=C(C=C1)C)C ((2S)-1-[4-(2-{[(4-methylphenyl)sulfonyl]oxy}ethyl)piperidin-1-yl]-1-oxopropan-2-yl acetate). Product: C(C)(=O)O[C@H](C(=O)N1CCC(CC1)CCN1C(=NC=2C(=NC=CC21)N)SC2=CC1=C(OCO1)C=C2N(C)C)C ((2S)-1-[4-(2-{4-Amino-2-[(6-(dimethylamino)-1,3-benzodioxol-5-yl)sulfanyl]-1H-imidazo[4,5-c]pyridin-1-yl}ethyl)piperidin-1-yl]-1-oxopropan-2-yl acetate). Reaction SMILES: [CH3:1][N:2]([CH3:23])[C:3]1[C:4]([S:12][C:13]2[NH:14][C:15]3[CH:20]=[CH:19][N:18]=[C:17]([NH2:21])[C:16]=3[N:22]=2)=[CH:5][C:6]2[O:10][CH2:9][O:8][C:7]=2[CH:11]=1.[C:24]([O:27][C@@H:28]([CH3:50])[C:29]([N:31]1[CH2:36][CH2:35][CH:34]([CH2:37][CH2:38]OS(C2C=CC(C)=CC=2)(=O)=O)[CH2:33][CH2:32]1)=[O:30])(=[O:26])[CH3:25]>>[C:24]([O:27][C@@H:28]([CH3:50])[C:29]([N:31]1[CH2:36][CH2:35][CH:34]([CH2:37][CH2:38][N:14]2[C:15]3[CH:20]=[CH:19][N:18]=[C:17]([NH2:21])[C:16]=3[N:22]=[C:13]2[S:12][C:4]2[C:3]([N:2]([CH3:23])[CH3:1])=[CH:11][C:7]3[O:8][CH2:9][O:10][C:6]=3[CH:5]=2)[CH2:33][CH2:32]1)=[O:30])(=[O:26])[CH3:25]. Reported procedure: The title compound was prepared by a similar procedure described for step 7 of example 1 using 2-{[6-(dimethylamino)-1,3-benzodioxol-5-yl]sulfanyl}-1H-imidazo[4,5-c]pyridin-4-amine (150 mg, 0.45 mmol) and (2S)-1-[4-(2-{[(4-methylphenyl)sulfonyl]oxy}ethyl)piperidin-1-yl]-1-oxopropan-2-yl acetate (542 mg, 1.36 mmol). TOF LC-MS [M+H]+ 555.238.